Dataset: the Open Reaction Database (ORD), a public repository of structured organic reaction records. Task: describe an organic reaction: reactants, conditions, products, and yield Starting materials: C1(CC1)NC(=O)C=1C=C(C(=C(C1)C1=CC=C(C=C1)C(=O)NNC(=O)OC(C)(C)C)C)F (tert-butyl 2-({5′-[(cyclopropylamino)carbonyl]-3′-fluoro-2′-methyl-1,1′-biphenyl-4-yl}carbonyl)hydrazinecarboxylate), C1(CC1)NC(=O)C=1C=C(C(=C(C1)C1=CC=C(C=C1)C(=O)NNC(=O)OC(C)(C)C)C)F (tert-butyl 2-({5′-[(cyclopropylamino)carbonyl]-3′-fluoro-2′-methyl-1,1′-biphenyl-4-yl}carbonyl)hydrazinecarboxylate), CO (Methanol). Solvent: Cl (hydrogen chloride). Product: C1(CC1)NC(=O)C=1C=C(C(=C(C1)F)C)C1=CC=C(C=C1)C(=O)NN (N-cyclopropyl-5-fluoro-4′-(hydrazinocarbonyl)-6-methyl-1,1′-biphenyl-3-carboxamide). As a reaction SMILES: [CH:1]1([NH:4][C:5]([C:7]2[CH:8]=[C:9]([F:31])[C:10]([CH3:30])=[C:11]([C:13]3[CH:18]=[CH:17][C:16]([C:19]([NH:21][NH:22]C(OC(C)(C)C)=O)=[O:20])=[CH:15][CH:14]=3)[CH:12]=2)=[O:6])[CH2:3][CH2:2]1.CO>Cl>[CH:1]1([NH:4][C:5]([C:7]2[CH:12]=[C:11]([C:13]3[CH:18]=[CH:17][C:16]([C:19]([NH:21][NH2:22])=[O:20])=[CH:15][CH:14]=3)[C:10]([CH3:30])=[C:9]([F:31])[CH:8]=2)=[O:6])[CH2:3][CH2:2]1. Procedure: A solution of tert-butyl 2-({5′-[(cyclopropylamino)carbonyl]-3′-fluoro-2′-methyl-1,1′-biphenyl-4-yl}carbonyl)hydrazinecarboxylate (Intermediate 30) (400 mg) in hydrogen chloride (4.0M solution in dioxane, 5 ml) was stirred at room temperature under nitrogen for 16 hours. Methanol was added to form a solution and the solvents evaporated under vacuum. The residue was partially dissolved in water, basified with sodium hydroxide solution (2N, 10 ml) and extracted with ethyl acetate (120 ml). The org... Starting materials: NC1=CC=CC=C1 (aniline), C(=C)(C)C1=CC=C(C=C1)O (p-isopropenyl phenol), C(=C)(C)C1=CC=C(C=C1)O (p-isopropenyl phenol), C(=C)(C)C1=CC=C(C=C1)O (p-isopropenyl phenol), C(=C)(C)C1=CC=C(C=C1)O (p-isopropenyl phenol), NC1=CC=CC=C1 (aniline), C1(=CC=CC=C1)O (phenol), C(=C)(C)C1=CC=C(C=C1)O (p-isopropenyl phenol), C(=C)(C)C1=CC=C(C=C1)O (p-isopropenyl phenol). The reagents and catalysts are Cl (hydrochloric acid), OC1=CC=C(C=C1)C(C)(C)C1=CC=C(C=C1)O (bisphenol A). Conditions: temperature 180 celsius, time 2 hour. Product: OC1=CC=C(C=C1)C(C)(C)C1=CC=C(C=C1)N (2-(4'-hydroxyphenyl)-2-(4'-aminophenyl)-propane). The yield is 378.5%. As a reaction SMILES: [NH2:1][C:2]1[CH:7]=[CH:6][CH:5]=[CH:4][CH:3]=1.C1(O)C=CC=CC=1.[C:15]([C:18]1[CH:23]=[CH:22][C:21]([OH:24])=[CH:20][CH:19]=1)([CH3:17])=[CH2:16]>Cl.OC1C=CC(C(C2C=CC(O)=CC=2)(C)C)=CC=1>[OH:24][C:21]1[CH:22]=[CH:23][C:18]([C:15]([C:5]2[CH:6]=[CH:7][C:2]([NH2:1])=[CH:3][CH:4]=2)([CH3:17])[CH3:16])=[CH:19][CH:20]=1. Reported procedure: Ten grams of aniline was added to a mixture consisting of 13.0 g of phenol, 3.4 g of p-isopropenyl phenol monomer, 8.5 g of a linear dimer of p-isopropenyl phenol, 1.1 g of a linear trimer of p-isopropenyl phenol and 0.8 g of a linear tetramer and higher polymers of p-isopropenyl phenol (1.05 mole of aniline per mole of the p-isopropenyl phenol monomeric unit). The mixture was stirred at 180° C. Then, 0.2 g of 10% hydrochloric acid (0.0053 mole per mole of the p-isopropenyl phenol monomeric unit... The reactants are IC1=C(C(=C(C=C1)OC)OC(C)C)SCC1=CC=CC=C1 (Benzyl 2-iodo-6-isopropoxy-5-methoxyphenyl sulfide), Cl2Pd(PPh3)2, C#CC (propyne). The reagents and catalysts are [Cu]I (CuI). Solvent: C(C)OCC (diethyl ether), C(C)N(CC)CC (triethylamine). Reaction conditions: temperature -40 celsius, time 3 hour. Yields the product C(C)(C)OC1=C(C=CC(=C1SCC1=CC=CC=C1)C#CC)OC (Benzyl 6-isopropoxy-5-methoxy-2-(prop-1-ynyl)phenyl sulfide). The yield is 67.3%. As a reaction SMILES: I[C:2]1[CH:7]=[CH:6][C:5]([O:8][CH3:9])=[C:4]([O:10][CH:11]([CH3:13])[CH3:12])[C:3]=1[S:14][CH2:15][C:16]1[CH:21]=[CH:20][CH:19]=[CH:18][CH:17]=1.[CH:22]#[C:23][CH3:24]>C(N(CC)CC)C.C(OCC)C.[Cu]I>[CH:11]([O:10][C:4]1[C:3]([S:14][CH2:15][C:16]2[CH:21]=[CH:20][CH:19]=[CH:18][CH:17]=2)=[C:2]([C:22]#[C:23][CH3:24])[CH:7]=[CH:6][C:5]=1[O:8][CH3:9])([CH3:13])[CH3:12]. Reported procedure: A mixture of the product of Step A (0.123 g; 0.296 mmol), Cl2Pd(PPh3)2 (0.040 g; 0.057 mmol), CuI (0.014 g; 0.073 mmol) in anhydrous triethylamine (3 ml) was cooled to −40° C., degassed under reduced pressure and saturated with dry N2. The propyne gas (0.45 g; 11.2 mmol) was added to it at −40° C. The reaction flask was sealed with septum and allowed to warm up to room temperature and stirred for 3 h at room temperature and diluted to 20 ml with diethyl ether and solid precipitated, filtered off... Product: CNC(=O)Cc1c(-c2ccc(C)cc2)nc2[nH]c3ccccc3n12. As a reaction SMILES: [CH3:1][c:2]1[cH:3][cH:4][c:5](-[c:8]2[n:9][c:10]3[nH:11][c:12]4[c:13]([n:14]3[c:15]2[CH2:16][C:17]([O:19][CH2:18][CH3:20])=[O:21])[cH:22][cH:23][cH:24][cH:25]4)[cH:6][cH:7]1.[CH3:26][NH2:27].[CH3:28][OH:29]>>[CH3:1][c:2]1[cH:3][cH:4][c:5](-[c:8]2[n:9][c:10]3[nH:11][c:12]4[c:13]([n:14]3[c:15]2[CH2:16][C:17](=[O:19])[NH:27][CH3:26])[cH:22][cH:23][cH:24][cH:25]4)[cH:6][cH:7]1. Reactants: CCOC(=O)Cc1c(-c2ccc(C)cc2)nc2[nH]c3ccccc3n12, CN, CO.